Dataset: the Open Reaction Database (ORD), a public repository of structured organic reaction records. Task: describe an organic reaction: reactants, conditions, products, and yield Starting materials: C1(CCC1)NC(=O)[C@H]1N(CCC1)C(COC1=CC(=NN1C1=CC=CC=C1)C(=O)O)=O (5-[2-((S)-2-Cyclobutylcarbamoyl-pyrrolidin-1-yl)-2-oxo-ethoxy]-1-phenyl-1H-pyrazole-3-carboxylic acid), C1=CC2=C(N=C1)N(N=N2)O (HOAt), CCN(C(C)C)C(C)C (DIPEA), Cl.C(C)(C)(C)OC([C@@H](N)CC(C)C)=O (leucine tert-butyl ester hydrochloride). Solvent: CN(C)C=O (DMF), C(CCl)Cl (EDC). Run at time 12 hour. Product: C(C)(C)(C)OC([C@H](CC(C)C)NC(=O)C1=NN(C(=C1)OCC(=O)N1[C@@H](CCC1)C(NC1CCC1)=O)C1=CC=CC=C1)=O ((S)-2-({5-[2-((S)-2-Cyclobutylcarbamoyl-pyrrolidin-1-yl)-2-oxo-ethoxy]-1-phenyl-1H-pyrazole-3-carbonyl}-amino)-4-methyl-pentanoic acid tert-butyl ester). RXN SMILES: [CH:1]1([NH:5][C:6]([C@@H:8]2[CH2:12][CH2:11][CH2:10][N:9]2[C:13](=[O:30])[CH2:14][O:15][C:16]2[N:20]([C:21]3[CH:26]=[CH:25][CH:24]=[CH:23][CH:22]=3)[N:19]=[C:18]([C:27](O)=[O:28])[CH:17]=2)=[O:7])[CH2:4][CH2:3][CH2:2]1.C1C=NC2N(O)N=NC=2C=1.CCN(C(C)C)C(C)C.Cl.[C:51]([O:55][C:56](=[O:63])[C@H:57]([CH2:59][CH:60]([CH3:62])[CH3:61])[NH2:58])([CH3:54])([CH3:53])[CH3:52]>CN(C=O)C.C(Cl)CCl>[C:51]([O:55][C:56](=[O:63])[C@@H:57]([NH:58][C:27]([C:18]1[CH:17]=[C:16]([O:15][CH2:14][C:13]([N:9]2[CH2:10][CH2:11][CH2:12][C@H:8]2[C:6](=[O:7])[NH:5][CH:1]2[CH2:4][CH2:3][CH2:2]2)=[O:30])[N:20]([C:21]2[CH:22]=[CH:23][CH:24]=[CH:25][CH:26]=2)[N:19]=1)=[O:28])[CH2:59][CH:60]([CH3:61])[CH3:62])([CH3:54])([CH3:53])[CH3:52] |f:3.4|. Reported procedure: To a solution of 250 mg 5-[2-((S)-2-Cyclobutylcarbamoyl-pyrrolidin-1-yl)-2-oxo-ethoxy]-1-phenyl-1H-pyrazole-3-carboxylic acid in 4 ml DMF were added 124 mg HOAt, 174 mg EDC, 0.37 ml DIPEA and 136 mg leucine tert-butyl ester hydrochloride. After stirring for 12 h it was concentrated and the residue dissolved in dichloromethane. It was extracted with aqueous LiCl (4% w/w), aqueous NaHCO3 and 0.1 M HCl. The organic layer was dried over MgSO4 and concentrated to furnish the crude coupling product as... Reactants: CC(C)(C)OC(=O)CBr, CCCC[N+](CCCC)(CCCC)CCCC, COc1ccc(-c2c(-c3ccccc3)oc3ncnc(OCC(C)CO)c23)cc1, Cc1ccccc1, Cl, [Na+], [OH-], O=S(=O)([O-])O. Yields the product COc1ccc(-c2c(-c3ccccc3)oc3ncnc(OCC(C)COCC(=O)OC(C)(C)C)c23)cc1. RXN SMILES: [Br:32][CH2:33][C:34](=[O:35])[O:36][C:37]([CH3:38])([CH3:39])[CH3:40].[CH2:54]([N+:55]([CH2:56][CH2:57][CH2:58][CH3:59])([CH2:60][CH2:61][CH2:62][CH3:63])[CH2:64][CH2:65][CH2:66][CH3:67])[CH2:68][CH2:69][CH3:70].[CH3:3][O:4][c:5]1[cH:6][cH:7][c:8](-[c:11]2[c:12](-[c:26]3[cH:27][cH:28][cH:29][cH:30][cH:31]3)[o:13][c:14]3[n:15][cH:16][n:17][c:18]([O:20][CH2:21][CH:22]([CH2:23][OH:24])[CH3:25])[c:19]23)[cH:9][cH:10]1.[CH3:42][c:43]1[cH:44][cH:45][cH:46][cH:47][cH:48]1.[ClH:41].[Na+:2].[OH-:1].[S:49]([O-:50])([OH:51])(=[O:52])=[O:53]>>[CH3:3][O:4][c:5]1[cH:6][cH:7][c:8](-[c:11]2[c:12](-[c:26]3[cH:27][cH:28][cH:29][cH:30][cH:31]3)[o:13][c:14]3[n:15][cH:16][n:17][c:18]([O:20][CH2:21][CH:22]([CH2:23][O:24][CH2:33][C:34](=[O:35])[O:36][C:37]([CH3:38])([CH3:39])[CH3:40])[CH3:25])[c:19]23)[cH:9][cH:10]1. The reactants are CC1=C(CN)C=CC=C1 (2-methylbenzylamine), C(C)(C)(C)OC(=O)C1=C(C=CC=C1)C1=CC=C(C=C1)CN1C(=C(C2=CC(=CC=C12)C(=O)O)C)C (1-((2′-(tert-butoxycarbonyl)biphenyl-4-yl)methyl)-2,3-dimethyl-1H-indole-5-carboxylic acid). Yields the product CC=1N(C2=CC=C(C=C2C1C)C(NCC1=C(C=CC=C1)C)=O)CC1=CC=C(C=C1)C=1C(=CC=CC1)C(=O)O (4′-((2,3-dimethyl-5-(2-methylbenzylcarbamoyl)-1H-indol-1-yl)methyl)biphenyl-2-carboxylic acid). As a reaction SMILES: [CH3:1][C:2]1[CH:9]=[CH:8][CH:7]=[CH:6][C:3]=1[CH2:4][NH2:5].C([O:14][C:15]([C:17]1[CH:22]=[CH:21][CH:20]=[CH:19][C:18]=1[C:23]1[CH:28]=[CH:27][C:26]([CH2:29][N:30]2[C:38]3[C:33](=[CH:34][C:35]([C:39](O)=[O:40])=[CH:36][CH:37]=3)[C:32]([CH3:42])=[C:31]2[CH3:43])=[CH:25][CH:24]=1)=[O:16])(C)(C)C>>[CH3:43][C:31]1[N:30]([CH2:29][C:26]2[CH:27]=[CH:28][C:23]([C:18]3[C:17]([C:15]([OH:16])=[O:14])=[CH:22][CH:21]=[CH:20][CH:19]=3)=[CH:24][CH:25]=2)[C:38]2[C:33]([C:32]=1[CH3:42])=[CH:34][C:35]([C:39](=[O:40])[NH:5][CH2:4][C:3]1[CH:6]=[CH:7][CH:8]=[CH:9][C:2]=1[CH3:1])=[CH:36][CH:37]=2. Procedure details: The title compound was prepared following the same general protocol as described in Steps 8-9, Example 1, using 2-methylbenzylamine and 1-((2′-(tert-butoxycarbonyl)biphenyl-4-yl)methyl)-2,3-dimethyl-1H-indole-5-carboxylic acid.